Dataset: the Open Reaction Database (ORD), a public repository of structured organic reaction records. Task: describe an organic reaction: reactants, conditions, products, and yield Starting materials: compound, [N+](=O)([O-])C1=CC=C(COC(=O)N=C(NCCCC(=O)N[C@@H]2CN(CC2)C(=O)OC(C)(C)C)NC(=O)OCC2=CC=C(C=C2)[N+](=O)[O-])C=C1 (tert-Butyl (3S)-3-[4-[2,3-di(4-nitrobenzyloxycarbonyl)guanidino]butanoylamino]-1-pyrrolidinecarboxylate), FC(C(=O)O)(F)F (trifluoroacetic acid). Solvent: ClCCCl (1,2-dichioroethane), ClCCl (dichloromethane). Run at time 15 minute. The product is FC(C(=O)O)(F)F.[N+](=O)([O-])C1=CC=C(COC(=O)N=C(NCCCC(=O)N[C@@H]2CNCC2)NC(=O)OCC2=CC=C(C=C2)[N+](=O)[O-])C=C1 ((3S)-3-[4-[2,3,-di(4-nitrobenzyloxycarbonyl)guanidino]butanoylamino]pyrrolidine trifluoroacetate). As a reaction SMILES: [N+:1]([C:4]1[CH:48]=[CH:47][C:7]([CH2:8][O:9][C:10]([N:12]=[C:13]([NH:33][C:34]([O:36][CH2:37][C:38]2[CH:43]=[CH:42][C:41]([N+:44]([O-:46])=[O:45])=[CH:40][CH:39]=2)=[O:35])[NH:14][CH2:15][CH2:16][CH2:17][C:18]([NH:20][C@H:21]2[CH2:25][CH2:24][N:23](C(OC(C)(C)C)=O)[CH2:22]2)=[O:19])=[O:11])=[CH:6][CH:5]=1)([O-:3])=[O:2].[F:49][C:50]([F:55])([F:54])[C:51]([OH:53])=[O:52]>ClCCl.ClCCCl>[F:49][C:50]([F:55])([F:54])[C:51]([OH:53])=[O:52].[N+:1]([C:4]1[CH:48]=[CH:47][C:7]([CH2:8][O:9][C:10]([N:12]=[C:13]([NH:33][C:34]([O:36][CH2:37][C:38]2[CH:43]=[CH:42][C:41]([N+:44]([O-:46])=[O:45])=[CH:40][CH:39]=2)=[O:35])[NH:14][CH2:15][CH2:16][CH2:17][C:18]([NH:20][C@H:21]2[CH2:25][CH2:24][NH:23][CH2:22]2)=[O:19])=[O:11])=[CH:6][CH:5]=1)([O-:3])=[O:2] |f:4.5|. Reported procedure: To a solution of the compound (2.50 g), which had been obtained in (1), in anhydrous dichloromethane (25 ml), trifluoroacetic acid (15 ml) was added dropwise under ice cooling, followed by stirring at the same temperature for 15 minutes and at room temperature for 15 minutes. The reaction mixture was diluted with 1,2-dichioroethane and concentrated by evaporation under reduced pressure. The residue was washed successively with hexane and diethyl ether by decantation and then the solvent was dist... The reactants are C(#N)C1=CC=C(CNC(C(OCC)C2=C(C(=CC=C2F)O)F)=O)C=C1 ((RS)-N-(4-cyano-benzyl)-2-(2,6-difluoro-3-hydroxy-phenyl)-2-ethoxy-acetamide), CSCO3, BrC(CC)CC (3-bromopentane). Solvent: CN(C)C=O (DMF). Conditions: temperature 80 celsius. The product is C(#N)C1=CC=C(CNC(C(C2=C(C(=CC=C2F)OC(CC)CC)F)OCC)=O)C=C1 ((RS)-N-(4-cyano-benzyl)-2-ethoxy-2-[3-(1-ethyl-propoxy)-2,6-difluoro-phenyl]-acetamide). The yield is 79.0%. As a reaction SMILES: [C:1]([C:3]1[CH:25]=[CH:24][C:6]([CH2:7][NH:8][C:9](=[O:23])[CH:10]([C:14]2[C:19]([F:20])=[CH:18][CH:17]=[C:16]([OH:21])[C:15]=2[F:22])[O:11][CH2:12][CH3:13])=[CH:5][CH:4]=1)#[N:2].Br[CH:27]([CH2:30][CH3:31])[CH2:28][CH3:29]>CN(C=O)C>[C:1]([C:3]1[CH:4]=[CH:5][C:6]([CH2:7][NH:8][C:9](=[O:23])[CH:10]([O:11][CH2:12][CH3:13])[C:14]2[C:19]([F:20])=[CH:18][CH:17]=[C:16]([O:21][CH:27]([CH2:30][CH3:31])[CH2:28][CH3:29])[C:15]=2[F:22])=[CH:24][CH:25]=1)#[N:2]. Reported procedure: To a solution under Ar of (RS)-N-(4-cyano-benzyl)-2-(2,6-difluoro-3-hydroxy-phenyl)-2-ethoxy-acetamide (200 mg) in DMF (10 ml) was added CSCO3 (226 mg) and 3-bromopentane (105 mg). The solution was stirred over night at 80° C. The solvent was evaporated and the residue was taken up in H2O (50 ml). The product was extracted with AcOEt (2×100 ml). The organic layers were washed with H2O (2×50 ml) and dried (NaaSO4) and the solvent was evaporated. CC (AcOEt/Hept 2:3 to AcOEt) afforded 190 mg (79%) ... Yields the product NC1=NC(=NC(=N1)N)Cl (2,4-diamino-6-chloro-1,3,5-triazine). Procedure details: To a solution obtained by dissolving 184.5 g (1.0 mol) of cyanuric chloride in 800 mL of acetonitrile at room temperature and cooling down to 0° C. was dropwise added over 2 hours 303.7 g (5.0 mol) of an aqueous 28% ammonia solution with vigorous stirring, by keeping the reaction temperature at 10° C. or lower. After completion of the dropwise addition, the cooling was discontinued and the mixture was stirred at room temperature for 1 hour, followed by gradually warming the mixture up to 45° C. ... The yield is 79.0%. Starting materials: N1=C(Cl)N=C(Cl)N=C1Cl (cyanuric chloride), C(C)#N (acetonitrile), N (ammonia). Reaction SMILES: [N:1]1[C:8]([Cl:9])=[N:7][C:5](Cl)=[N:4]C=1Cl.[NH3:10].[C:11](#[N:13])C>>[NH2:10][C:5]1[N:4]=[C:11]([NH2:13])[N:1]=[C:8]([Cl:9])[N:7]=1. Reaction conditions: temperature 0 celsius, time 1 hour. Starting materials: BrC1=C(C=C(C=N1)C1CN(CCO1)C(=O)OC(C)(C)C)C (tert-butyl (RS)-2-(6-bromo-5-methylpyridin-3-yl)morpholine-4-carboxylate), C(C1=CC=CC=C1)(C1=CC=CC=C1)=N (benzophenone imine), CC(C)([O-])C.[Na+] (sodium tert-butoxide). Run in C1(=CC=CC=C1)C (toluene). Run at temperature 100 celsius. Yields the product C1(=CC=CC=C1)C(C1=CC=CC=C1)=NC1=C(C=C(C=N1)C1CN(CCO1)C(=O)OC(C)(C)C)C (tert-butyl (RS)-2-(6-(diphenylmethyleneamino)-5-methylpyridin-3-yl)morpholine-4-carboxylate). The yield is 46.0%. As a reaction SMILES: Br[C:2]1[N:7]=[CH:6][C:5]([CH:8]2[O:13][CH2:12][CH2:11][N:10]([C:14]([O:16][C:17]([CH3:20])([CH3:19])[CH3:18])=[O:15])[CH2:9]2)=[CH:4][C:3]=1[CH3:21].[C:22](=[NH:35])([C:29]1[CH:34]=[CH:33][CH:32]=[CH:31][CH:30]=1)[C:23]1[CH:28]=[CH:27][CH:26]=[CH:25][CH:24]=1.CC(C)([O-])C.[Na+]>C1(C)C=CC=CC=1>[C:23]1([C:22](=[N:35][C:2]2[N:7]=[CH:6][C:5]([CH:8]3[O:13][CH2:12][CH2:11][N:10]([C:14]([O:16][C:17]([CH3:20])([CH3:19])[CH3:18])=[O:15])[CH2:9]3)=[CH:4][C:3]=2[CH3:21])[C:29]2[CH:30]=[CH:31][CH:32]=[CH:33][CH:34]=2)[CH:28]=[CH:27][CH:26]=[CH:25][CH:24]=1 |f:2.3|. Reported procedure: To a stirred solution of tert-butyl (RS)-2-(6-bromo-5-methylpyridin-3-yl)morpholine-4-carboxylate (1.7 g) and benzophenone imine (1.2 ml) in toluene (20 ml) was added sodium tert-butoxide (732 mg). The reaction mixture was purged with argon for 10 min. (R)-(+)-2,2′-bis(diphenylphosphino)-1,1′-binaphthyl (296 mg) and tris(dibenzylideneacetone)dipalladium(0) (131 mg) were added and the reaction mixture was heated at 100° C. overnight. The reaction mixture was then cooled to room temperature, poure... Starting materials: CS(=O)(=O)c1ccc2c(c1)OC(CBr)OC2, CNC, CCO. Yields the product CN(C)CC1OCc2ccc(S(C)(=O)=O)cc2O1. RXN SMILES: [Br:1][CH2:2][CH:3]1[O:4][CH2:5][c:6]2[c:7]([cH:9][c:10]([S:13](=[O:14])(=[O:15])[CH3:16])[cH:11][cH:12]2)[O:8]1.[CH3:17][NH:18][CH3:19].[CH3:20][CH2:21][OH:22]>>[CH2:2]([CH:3]1[O:4][CH2:5][c:6]2[c:7]([cH:9][c:10]([S:13](=[O:14])(=[O:15])[CH3:16])[cH:11][cH:12]2)[O:8]1)[N:18]([CH3:17])[CH3:19]. Reactants: C(#N)CN1[C@@H](C[C@H](C1)O)C(=O)OC ((2S,4R)-methyl 1-(cyanomethyl)-4-hydroxypyrrolidine-2-carboxylate). The reagents and catalysts are [Ni] (nickel). Run in CO (methanol). Reaction conditions: temperature 80 celsius, time 9 hour. The product is O[C@@H]1C[C@@H]2N(CCNC2=O)C1 ((7R,8aS)-7-hydroxy-hexahydropyrrolo[1,2-a]pyrazin-1(2H)-one). Isolated yield 48.1%. Reaction SMILES: [C:1]([CH2:3][N:4]1[CH2:8][C@H:7]([OH:9])[CH2:6][C@H:5]1[C:10]([O:12]C)=O)#[N:2]>[Ni].CO>[OH:9][C@H:7]1[CH2:8][N:4]2[CH2:3][CH2:1][NH:2][C:10](=[O:12])[C@@H:5]2[CH2:6]1. Procedure details: (2S,4R)-Methyl 1-(cyanomethyl)-4-hydroxypyrrolidine-2-carboxylate (0.5 g, 2.71 mmol) from Step 1 and methanol (20 mL) were added to Raney®-nickel 2800 water slurry (1.000 g, 17.04 mmol) in a 50 mL pressure bottle. The reaction mixture was stirred for 9 hours under hydrogen (30 psi) at 80° C. The mixture was filtered though a nylon membrane, and the solvent was evaporated in vacuo. The resulting crude oil was purified on a 4 g silica gel cartridge eluted with 20% methanol/dichloromethane over 10 ...